This data is from the Open Reaction Database (ORD), a public repository of structured organic reaction records. The task is: describe an organic reaction: reactants, conditions, products, and yield Starting materials: [BH4-], [BH4-], [BH4-], [BH4-], COc1cc2c(cc1OC)CC(=O)N(CCC(=N)NCC1Cc3cc(OC)c(OC)cc31)CC2, CO, ClCCl, [Na+], [Na+], [Na+], [Na+], [Na+], [OH-]. Yields the product COc1cc2c(cc1OC)CC(=O)N(CCCNCC1Cc3cc(OC)c(OC)cc31)CC2. RXN SMILES: [BH4-:35].[BH4-:36].[BH4-:37].[BH4-:38].[CH3:1][O:2][c:3]1[cH:4][c:5]2[c:8]([cH:9][c:10]1[O:11][CH3:12])[CH:7]([CH2:13][NH:14][C:15]([CH2:16][CH2:17][N:18]1[CH2:19][CH2:20][c:21]3[c:22]([cH:26][c:27]([O:32][CH3:33])[c:28]([O:30][CH3:31])[cH:29]3)[CH2:23][C:24]1=[O:25])=[NH:34])[CH2:6]2.[CH3:48][OH:49].[Cl:45][CH2:46][Cl:47].[Na+:39].[Na+:40].[Na+:41].[Na+:42].[Na+:44].[OH-:43]>>[CH3:1][O:2][c:3]1[cH:4][c:5]2[c:8]([cH:9][c:10]1[O:11][CH3:12])[CH:7]([CH2:13][NH:14][CH2:15][CH2:16][CH2:17][N:18]1[CH2:19][CH2:20][c:21]3[c:22]([cH:26][c:27]([O:32][CH3:33])[c:28]([O:30][CH3:31])[cH:29]3)[CH2:23][C:24]1=[O:25])[CH2:6]2. The reactants are CN(C)c1ccncc1, O=C(Cl)C1CC1, [Li+], Nc1nc2ccc(O)cc2s1, [Na+], [OH-], [OH-], O, O, c1ccncc1. Product: O=C(Nc1nc2ccc(O)cc2s1)C1CC1. Reaction SMILES: [CH3:29][N:30]([CH3:31])[c:32]1[cH:33][cH:34][n:35][cH:36][cH:37]1.[CH:12]1([C:15](=[O:16])[Cl:17])[CH2:13][CH2:14]1.[Li+:20].[NH2:1][c:2]1[s:3][c:4]2[c:5]([n:6]1)[cH:7][cH:8][c:9]([OH:11])[cH:10]2.[Na+:22].[OH-:19].[OH-:21].[OH2:18].[OH2:38].[cH:23]1[cH:24][cH:25][n:26][cH:27][cH:28]1>>[NH:1]([c:2]1[s:3][c:4]2[c:5]([n:6]1)[cH:7][cH:8][c:9]([OH:11])[cH:10]2)[C:15]([CH:12]1[CH2:13][CH2:14]1)=[O:16]. Starting materials: C(C(=O)O)(=O)O (oxalic acid), O1[C@@H](C1)COC1=C2C=CNC2=CC=C1 ((S)-(+)-4-(oxiranylmethoxy)-1H-indole), COC=1C=C(C=CC1)C1CCNCC1 (4-(3-methoxyphenyl)piperidine), CO (methanol). Solvent: C(C)(=O)OCC (ethyl acetate), C(C)(=O)OCC (ethyl acetate). Product: C(C(=O)O)(=O)O.N1C=CC2=C(C=CC=C12)OC[C@H](CN1CCC(CC1)C1=CC(=CC=C1)OC)O ((2S)-(-)-1-(4-indolyloxy)-3-(4-(3-methoxyphenyl)piperidin-1-yl)-2-propanol ethanedioate). As a reaction SMILES: [O:1]1[CH2:3][C@H:2]1[CH2:4][O:5][C:6]1[CH:14]=[CH:13][CH:12]=[C:11]2[C:7]=1[CH:8]=[CH:9][NH:10]2.[CH3:15][O:16][C:17]1[CH:18]=[C:19]([CH:23]2[CH2:28][CH2:27][NH:26][CH2:25][CH2:24]2)[CH:20]=[CH:21][CH:22]=1.[C:29]([OH:34])(=[O:33])[C:30]([OH:32])=[O:31].CO>C(OCC)(=O)C>[C:29]([OH:34])(=[O:33])[C:30]([OH:32])=[O:31].[NH:10]1[C:11]2[C:7](=[C:6]([O:5][CH2:4][C@@H:2]([OH:1])[CH2:3][N:26]3[CH2:27][CH2:28][CH:23]([C:19]4[CH:20]=[CH:21][CH:22]=[C:17]([O:16][CH3:15])[CH:18]=4)[CH2:24][CH2:25]3)[CH:14]=[CH:13][CH:12]=2)[CH:8]=[CH:9]1 |f:5.6|. Procedure details: The title compound was prepared in similar fashion from (S)-(+)-4-(oxiranylmethoxy)-1H-indole and 4-(3-methoxyphenyl)piperidine. The resulting free base was dissolved in ethyl acetate, and precipitated with one equivalent of oxalic acid in ethyl acetate in 30% overall yield. mp 121°-123°. FDMS m/e=381 (M+ of free base). α[D]589 =-12.69 (c=0.53, methanol). Starting materials: COC(C1=CC(=C(C=C1)NC(=O)OC(C)(C)C)N(S(=O)(=O)C1=C(C=CC=C1)[N+](=O)[O-])C)=O (4-tert-butoxycarbonylamino-3-[methyl-(2-nitro-benzenesulfonyl)-amino]-benzoic acid methyl ester), C([O-])([O-])=O.[K+].[K+] (potassium carbonate), C1(=CC=CC=C1)S (thiophenol), O (Water). Run in CN(C=O)C (dimethylformamide), C(C)(=O)OCC (ethyl acetate). Reaction conditions: time 1 hour. The product is COC(C1=CC(=C(C=C1)NC(=O)OC(C)(C)C)NC)=O (4-tert-butoxycarbonylamino-3-methylamino-benzoic acid methyl ester). RXN SMILES: [CH3:1][O:2][C:3](=[O:32])[C:4]1[CH:9]=[CH:8][C:7]([NH:10][C:11]([O:13][C:14]([CH3:17])([CH3:16])[CH3:15])=[O:12])=[C:6]([N:18]([CH3:31])S(C2C=CC=CC=2[N+]([O-])=O)(=O)=O)[CH:5]=1.C(=O)([O-])[O-].[K+].[K+].C1(S)C=CC=CC=1.O>CN(C)C=O.C(OCC)(=O)C>[CH3:1][O:2][C:3](=[O:32])[C:4]1[CH:9]=[CH:8][C:7]([NH:10][C:11]([O:13][C:14]([CH3:16])([CH3:17])[CH3:15])=[O:12])=[C:6]([NH:18][CH3:31])[CH:5]=1 |f:1.2.3|. Reported procedure: After dissolving 4-tert-butoxycarbonylamino-3-[methyl-(2-nitro-benzenesulfonyl)-amino]-benzoic acid methyl ester (1.41 g, 2.73 mmol) in dimethylformamide (10 ml), potassium carbonate (1.13 g, 8.16 mmol) and thiophenol (0.307 ml, 2.99 mmol) were added in an ice bath, and the mixture was stirred at room temperature for 1 hour. Water (100 ml) was added to the reaction mixture, and extraction was performed with ethyl acetate (40 ml×3 times). The obtained organic layer was washed with saturated brine...